Task: describe an organic reaction: reactants, conditions, products, and yield. Dataset: the Open Reaction Database (ORD), a public repository of structured organic reaction records The reactants are N1(C2=C(OCC1)C=NC=C2)C(=O)C2=CC(=C(C=C2)OC)C(F)(F)F ((2,3-dihydro-pyrido[3,4-b][1,4]oxazin-1-yl)-(4-methoxy-3-trifluoromethyl-phenyl)-methanone), solution, B(Br)(Br)Br (boron tribromide). Yields the product N1(C2=C(OCC1)C=NC=C2)C(=O)C2=CC(=C(C=C2)O)C(F)(F)F ((2,3-dihydro-pyrido[3,4-b][1,4]oxazin-1-yl)-(4-hydroxy-3-trifluoromethyl-phenyl)-methanone). As a reaction SMILES: [N:1]1([C:11]([C:13]2[CH:18]=[CH:17][C:16]([O:19]C)=[C:15]([C:21]([F:24])([F:23])[F:22])[CH:14]=2)=[O:12])[CH2:6][CH2:5][O:4][C:3]2[CH:7]=[N:8][CH:9]=[CH:10][C:2]1=2.B(Br)(Br)Br>>[N:1]1([C:11]([C:13]2[CH:18]=[CH:17][C:16]([OH:19])=[C:15]([C:21]([F:24])([F:22])[F:23])[CH:14]=2)=[O:12])[CH2:6][CH2:5][O:4][C:3]2[CH:7]=[N:8][CH:9]=[CH:10][C:2]1=2. Reported procedure: By the same method as in the step b) of Example 12, (2,3-dihydro-pyrido[3,4-b][1,4]oxazin-1-yl)-(4-methoxy-3-trifluoromethyl-phenyl)-methanone (110 mg, 0.325 mmol) was reacted with 1M solution of boron tribromide (3.25 ml, 3.25 mmol) to obtain the target compound, (2,3-dihydro-pyrido[3,4-b][1,4]oxazin-1-yl)-(4-hydroxy-3-trifluoromethyl-phenyl)-methanone, as white solid (11 mg, 10%). Reactants: N1C=CC2=C(C=CC=C12)C1=NOC(=N1)C=1C=CC2=C(C=C(O2)C)C1 (3-(1H-Indol-4-yl)-5-(2-methylbenzofuran-5-yl)-1,2,4-oxadiazole), C(C)OC=1C=C(C=CC1OCC)C1=NC(=NO1)C1=C2C=CNC2=CC=C1 (5-(3,4-diethoxyphenyl)-3-(1H-indol-4-yl)-1,2,4-oxadiazole). Yields the product N1CCC2=C(C=CC=C12)C1=NOC(=N1)C=1C=CC2=C(C=C(O2)C)C1 (3-(indolin-4-yl)-5-(2-methylbenzofuran-5-yl)-1,2,4-oxadiazole). Isolated yield 100.0%. Reaction SMILES: [NH:1]1[C:9]2[C:4](=[C:5]([C:10]3[N:14]=[C:13]([C:15]4[CH:16]=[CH:17][C:18]5[O:22][C:21]([CH3:23])=[CH:20][C:19]=5[CH:24]=4)[O:12][N:11]=3)[CH:6]=[CH:7][CH:8]=2)[CH:3]=[CH:2]1.C(OC1C=C(C2ON=C(C3C=CC=C4C=3C=CN4)N=2)C=CC=1OCC)C>>[NH:1]1[C:9]2[C:4](=[C:5]([C:10]3[N:14]=[C:13]([C:15]4[CH:16]=[CH:17][C:18]5[O:22][C:21]([CH3:23])=[CH:20][C:19]=5[CH:24]=4)[O:12][N:11]=3)[CH:6]=[CH:7][CH:8]=2)[CH2:3][CH2:2]1. Reported procedure: When the product of Step D was substituted for 5-(3,4-diethoxyphenyl)-3-(1H-indol-4-yl)-1,2,4-oxadiazole in Example 34, Step C, the identical process afforded the title compound in 100% yield, as a colourless foam. 1H-NMR (CDCl3) 2.49 (s, 3H); 2.52 (broad s, 1H+H2O); 3.48 (tr, 2H, J=8.44 Hz); 3.68 (tr, 2H, J=8.44 Hz); 6.48 (s, 1H); 6.85 (d, 1H, J=7.75 Hz); 7.2 (tr, 2H, J=7.6 Hz); 7.38 (d, 1H, J=8.16 Hz); 7.51 (d, 1H, J=8.5 Hz); 8.06 (d, 1H, J=8.5 Hz); 8.32 (s, 1H). Starting materials: C1CCC(CC1)N=C=NC2CCCCC2 (DCCI), N1([C@H](C(=O)N[C@@H](CC2=CNC=N2)C(=O)N2[C@H](C(=O)N[C@@H](CC3=CC=CC=C3)C(=O)N[C@@H](CC3=CNC=N3)C(=O)O)CCC2)CCC1)C(=O)OC(C)(C)C (Boc-Pro-His-Pro-Phe-His-OH), N[C@@H](CC(C)C)[C@@H](O)CC(=O)N[C@@H](C(C)C)C(=O)N[C@@H](CC1=CC=C(C=C1)O)C(=O)N[C@@H](CCCCNC(=O)OC(C)(C)C)C(=O)OC (H-Sta-Val-Tyr-Lys(Boc)-OMe), C1C2C=CC1C3C2C(=O)N(C3=O)O (HONB). Solvent: CN(C)C=O (DMF). Run at time 24 hour. Product: N1([C@H](C(=O)N[C@@H](CC2=CNC=N2)C(=O)N2[C@H](C(=O)N[C@@H](CC3=CC=CC=C3)C(=O)N[C@@H](CC3=CNC=N3)C(=O)N[C@@H](CC(C)C)[C@@H](O)CC(=O)N[C@@H](C(C)C)C(=O)N[C@@H](CC3=CC=C(C=C3)O)C(=O)N[C@@H](CCCCNC(=O)OC(C)(C)C)C(=O)OC)CCC2)CCC1)C(=O)OC(C)(C)C (Boc-Pro-His-Pro-Phe-His-Sta-Val-Tyr-Lys(Boc)-OMe). RXN SMILES: [N:1]1([C:47]([O:49][C:50]([CH3:53])([CH3:52])[CH3:51])=[O:48])[CH2:46][CH2:45][CH2:44][C@H:2]1[C:3]([NH:5][C@H:6]([C:13]([N:15]1[CH2:43][CH2:42][CH2:41][C@H:16]1[C:17]([NH:19][C@H:20]([C:28]([NH:30][C@H:31]([C:38](O)=[O:39])[CH2:32][C:33]1[N:37]=[CH:36][NH:35][CH:34]=1)=[O:29])[CH2:21][C:22]1[CH:27]=[CH:26][CH:25]=[CH:24][CH:23]=1)=[O:18])=[O:14])[CH2:7][C:8]1[N:12]=[CH:11][NH:10][CH:9]=1)=[O:4].[NH2:54][C@H:55]([C@H:60]([CH2:62][C:63]([NH:65][C@H:66]([C:70]([NH:72][C@H:73]([C:82]([NH:84][C@H:85]([C:98]([O:100][CH3:101])=[O:99])[CH2:86][CH2:87][CH2:88][CH2:89][NH:90][C:91]([O:93][C:94]([CH3:97])([CH3:96])[CH3:95])=[O:92])=[O:83])[CH2:74][C:75]1[CH:80]=[CH:79][C:78]([OH:81])=[CH:77][CH:76]=1)=[O:71])[CH:67]([CH3:69])[CH3:68])=[O:64])[OH:61])[CH2:56][CH:57]([CH3:59])[CH3:58].C1C2C3C(=O)N(O)C(=O)C3C1C=C2.C1CCC(N=C=NC2CCCCC2)CC1>CN(C=O)C>[N:1]1([C:47]([O:49][C:50]([CH3:53])([CH3:52])[CH3:51])=[O:48])[CH2:46][CH2:45][CH2:44][C@H:2]1[C:3]([NH:5][C@H:6]([C:13]([N:15]1[CH2:43][CH2:42][CH2:41][C@H:16]1[C:17]([NH:19][C@H:20]([C:28]([NH:30][C@H:31]([C:38]([NH:54][C@H:55]([C@H:60]([CH2:62][C:63]([NH:65][C@H:66]([C:70]([NH:72][C@H:73]([C:82]([NH:84][C@H:85]([C:98]([O:100][CH3:101])=[O:99])[CH2:86][CH2:87][CH2:88][CH2:89][NH:90][C:91]([O:93][C:94]([CH3:97])([CH3:96])[CH3:95])=[O:92])=[O:83])[CH2:74][C:75]1[CH:80]=[CH:79][C:78]([OH:81])=[CH:77][CH:76]=1)=[O:71])[CH:67]([CH3:68])[CH3:69])=[O:64])[OH:61])[CH2:56][CH:57]([CH3:59])[CH3:58])=[O:39])[CH2:32][C:33]1[N:37]=[CH:36][NH:35][CH:34]=1)=[O:29])[CH2:21][C:22]1[CH:23]=[CH:24][CH:25]=[CH:26][CH:27]=1)=[O:18])=[O:14])[CH2:7][C:8]1[N:12]=[CH:11][NH:10][CH:9]=1)=[O:4]. Reported procedure: 840 mg of Boc-Pro-His-Pro-Phe-His-OH, 600 mg of H-Sta-Val-Tyr-Lys(Boc)-OMe (from stage 1.5) and 250 mg of HONB are dissolved in 6 ml of DMF, cooled to 0°, and 290 mg of DCCI are added. The whole is stirred for 6 hours at 0° and for 24 hours at 25° the DCH is filtered off, and the filtrate is concentrated to dryness by evaporation. The residue is dissolved in 18.8 ml of MeOH, 0.6 ml of glacial acetic acid and 0.6 ml of H2O, heated for 1 hour at 60°, concentrated to approximately 3 ml, and the pep... Starting materials: CCOc1ccc(C)cc1 (substrate), Br[Mg]c1ccccc1 (effective_coupling_partner). The reagents and catalysts are PCy3. Conditions: temperature 90 celsius, time 15 hour. The product is Cc2ccc(c1ccccc1)cc2.